Dataset: the Open Reaction Database (ORD), a public repository of structured organic reaction records. Task: describe an organic reaction: reactants, conditions, products, and yield Reactants: CO, CC(Oc1cc(NS(C)(=O)=O)nc(SCc2cccc(F)c2F)n1)C1COC(C)(C)O1, O=C(O)C(F)(F)F. The product is CC(Oc1cc(NS(C)(=O)=O)nc(SCc2cccc(F)c2F)n1)C(O)CO. RXN SMILES: [CH3:39][OH:40].[F:1][c:2]1[c:3]([CH2:4][S:5][c:6]2[n:7][c:8]([O:17][CH:18]([CH3:19])[CH:20]3[O:21][C:22]([CH3:25])([CH3:26])[O:23][CH2:24]3)[cH:9][c:10]([NH:12][S:13](=[O:14])(=[O:15])[CH3:16])[n:11]2)[cH:27][cH:28][cH:29][c:30]1[F:31].[F:32][C:33]([F:34])([F:35])[C:36]([OH:37])=[O:38]>>[F:1][c:2]1[c:3]([CH2:4][S:5][c:6]2[n:7][c:8]([O:17][CH:18]([CH3:19])[CH:20]([OH:21])[CH2:24][OH:23])[cH:9][c:10]([NH:12][S:13](=[O:14])(=[O:15])[CH3:16])[n:11]2)[cH:27][cH:28][cH:29][c:30]1[F:31].